Dataset: the Open Reaction Database (ORD), a public repository of structured organic reaction records. Task: describe an organic reaction: reactants, conditions, products, and yield The reactants are F[B-](F)(F)F.O=[N+]=O (Nitronium tetrafluoroborate), FC(OC1=C(C=O)C=CC=C1)(F)F (2-trifluoromethoxy-benzaldehyde). Run in [N+](=O)([O-])C (nitromethane). Conditions: time 2 hour. Product: [N+](=O)([O-])C=1C=CC(=C(C=O)C1)OC(F)(F)F (5-nitro-2-trifluoromethoxy-benzaldehyde). Isolated yield 60.8%. As a reaction SMILES: F[B-](F)(F)F.[O:6]=[N+:7]=[O:8].[F:9][C:10]([F:21])([F:20])[O:11][C:12]1[CH:19]=[CH:18][CH:17]=[CH:16][C:13]=1[CH:14]=[O:15]>[N+](C)([O-])=O>[N+:7]([C:17]1[CH:18]=[CH:19][C:12]([O:11][C:10]([F:9])([F:20])[F:21])=[C:13]([CH:16]=1)[CH:14]=[O:15])([O-:8])=[O:6] |f:0.1|. Procedure details: Nitronium tetrafluoroborate (14.0 g, 105 mmol) was added to a solution of 2-trifluoromethoxy-benzaldehyde (10.0 g, 52.6 mmol) in nitromethane (30 mL) at room temperature. The mixture was stirred for 2 h and was then quenched with ice water and extracted with ether (100 mL). The organic layer was separated, washed with water, dried over MgSO4 and chromatographed with 5% EtOAc/hexanes to afford 7.52 g of 5-nitro-2-trifluoromethoxy-benzaldehyde (60.8%) as a pale yellow solid. Reactants: OS(=O)(=O)[O-].[K+] (KHSO4), BrC1=C(C=C[N+](=O)[O-])C=CC=C1 (o-Bromo-nitrostyrene), [H-].[H-].[H-].[H-].[Li+].[Al+3] (LiAlH4). Solvent: C1CCOC1 (THF), C1CCOC1 (THF). Conditions: time 1 hour. The product is BrC1=C(CCN)C=CC=C1 (2-Bromo Phenethylamine). RXN SMILES: [Br:1][C:2]1[CH:12]=[CH:11][CH:10]=[CH:9][C:3]=1[CH:4]=[CH:5][N+:6]([O-])=O.[H-].[H-].[H-].[H-].[Li+].[Al+3].OS([O-])(=O)=O.[K+]>C1COCC1>[Br:1][C:2]1[CH:12]=[CH:11][CH:10]=[CH:9][C:3]=1[CH2:4][CH2:5][NH2:6] |f:1.2.3.4.5.6,7.8|. Procedure: To the styrene of Step 1 (0.310 g, 1.3 mmol) in 5 mL of THF was added 1 M LiAlH4 solution in THF (5.2 mL, 5.2 mmol) at 0° C. The solution was stirred for 1 hour. A concentrated KHSO4 solution was added dropwise to destroy the excess of LiAlH4. The solution was filtered over celite and the filtrate concentrated in vacuo to give a yellow oil; 150 mg (58%). Starting materials: COC1=CC=C(OC2=C(C=C(C=C2C)[N+](=O)[O-])C)C=C1 (4-(4-methoxy-phenoxy)-3,5-dimethyl-nitrobenzene), C1N2CN3CN1CN(C2)C3 (hexamethylenetetramine), FC(C(=O)O)(F)F (trifluoroacetic acid). Reaction conditions: temperature 75 celsius, time 6 hour. Yields the product CC1=C(OC=2C=CC(=C(C=O)C2)OC)C(=CC(=C1)[N+](=O)[O-])C (5-(2,6-Dimethyl-4-nitro-phenoxy)-2-methoxy-benzaldehyde). As a reaction SMILES: [CH3:1][O:2][C:3]1[CH:20]=[CH:19][C:6]([O:7][C:8]2[C:13]([CH3:14])=[CH:12][C:11]([N+:15]([O-:17])=[O:16])=[CH:10][C:9]=2[CH3:18])=[CH:5][CH:4]=1.C1N2CN3CN(C2)CN1C3.FC(F)(F)[C:33](O)=[O:34]>>[CH3:18][C:9]1[CH:10]=[C:11]([N+:15]([O-:17])=[O:16])[CH:12]=[C:13]([CH3:14])[C:8]=1[O:7][C:6]1[CH:5]=[CH:4][C:3]([O:2][CH3:1])=[C:20]([CH:19]=1)[CH:33]=[O:34]. Procedure details: To a solution of 4-(4-methoxy-phenoxy)-3,5-dimethyl-nitrobenzene (7.0 g, 25.6 mmol) in trifluoroacetic acid (60 mL) at room temperature was added hexamethylenetetramine (5.75 g, 41.0 mmol). The resulting mixture was stirred at 75° C. for 6 hours and then concentrated. To the residue was added water (150 mL), stirred at room temperature for 19 hours, extracted with 10% methanol in methylene chloride (4 times 50 mL) and ethyl acetate (75 mL). The combined organic extracts were dried over Na2SO4, f... The reactants are [BH4-], CCO, ClCCl, COc1ccc2nccc(NC(=O)C3CC(O)C(CN)C3)c2n1, [Na+], O=Cc1ccc2c(n1)NC(=O)CS2. The product is COc1ccc2nccc(NC(=O)C3CC(O)C(CNCc4ccc5c(n4)NC(=O)CS5)C3)c2n1. RXN SMILES: [BH4-:37].[CH3:42][CH2:43][OH:44].[Cl:39][CH2:40][Cl:41].[NH2:1][CH2:2][CH:3]1[CH2:4][CH:5]([C:9](=[O:10])[NH:11][c:12]2[cH:13][cH:14][n:15][c:16]3[cH:17][cH:18][c:19]([O:22][CH3:23])[n:20][c:21]23)[CH2:6][CH:7]1[OH:8].[Na+:38].[O:24]=[C:25]1[CH2:26][S:27][c:28]2[c:29]([n:31][c:32]([CH:35]=[O:36])[cH:33][cH:34]2)[NH:30]1>>[NH:1]([CH2:2][CH:3]1[CH2:4][CH:5]([C:9](=[O:10])[NH:11][c:12]2[cH:13][cH:14][n:15][c:16]3[cH:17][cH:18][c:19]([O:22][CH3:23])[n:20][c:21]23)[CH2:6][CH:7]1[OH:8])[CH2:35][c:32]1[n:31][c:29]2[c:28]([cH:34][cH:33]1)[S:27][CH2:26][C:25](=[O:24])[NH:30]2. Solvent: O1CCCC1 (tetrahydrofuran), O1CCCC1 (tetrahydrofuran), hexanes, O (water), C(C)(=O)O (acetic acid). Yields the product ClC1=C(C=O)C(=CC=C1)Br (2-chloro-6-bromobenzaldehyde). Reactants: C(C)(C)NC(C)C (diisopropyl amine), BrC1=CC(=CC=C1)Cl (1-bromo-3-chlorobenzene), CN(C=O)C (dimethylformamide), solution, C(CCC)[Li] (butyllithium). Reaction SMILES: C([Li])CCC.C(NC(C)C)(C)C.[Br:13][C:14]1[CH:19]=[CH:18][CH:17]=[C:16]([Cl:20])[CH:15]=1.CN(C)[CH:23]=[O:24]>O1CCCC1.O.C(O)(=O)C>[Cl:20][C:16]1[CH:17]=[CH:18][CH:19]=[C:14]([Br:13])[C:15]=1[CH:23]=[O:24]. Run at temperature 0 celsius. Procedure: A 1.6 molar solution of butyllithium in hexanes was placed in a three-neck flask equipped with a stirrer, addition funnel, low-temperature thermometer and nitrogen inlet tube at 0° C. A solution of diisopropyl amine in anhydrous tetrahydrofuran was added dropwise. The resulting solution was stirred at 0° C. for ten minutes, then cooled to −78° C. Upon cooling, a solution of 1-bromo-3-chlorobenzene in anhydrous tetrahydrofuran was added dropwise. The reaction was stirred at −78° C. for one hour. ...